Dataset: the Open Reaction Database (ORD), a public repository of structured organic reaction records. Task: describe an organic reaction: reactants, conditions, products, and yield Starting materials: [OH-].[Li+] (Lithium hydroxide), FC1=C(C=CC(=C1)F)NC(=O)NCCC1=CC=C(OCC2=C(C(=O)OC)C=CC=C2)C=C1 (methyl 2-({4-[2-({[(2,4-difluorophenyl)amino]carbonyl}amino)ethyl]phenoxy}methyl)benzoate). The solvent is C1CCOC1 (THF), O (water). Yields the product FC1=C(C=CC(=C1)F)NC(=O)NCCC1=CC=C(OCC2=C(C(=O)O)C=CC=C2)C=C1 (2-({4-[2-({[(2,4-Difluorophenyl)amino]carbonyl}amino)ethyl]phenoxy}methyl)benzoic acid). Isolated yield 54.8%. RXN SMILES: [OH-].[Li+].[F:3][C:4]1[CH:9]=[C:8]([F:10])[CH:7]=[CH:6][C:5]=1[NH:11][C:12]([NH:14][CH2:15][CH2:16][C:17]1[CH:34]=[CH:33][C:20]([O:21][CH2:22][C:23]2[CH:32]=[CH:31][CH:30]=[CH:29][C:24]=2[C:25]([O:27]C)=[O:26])=[CH:19][CH:18]=1)=[O:13]>O.C1COCC1>[F:3][C:4]1[CH:9]=[C:8]([F:10])[CH:7]=[CH:6][C:5]=1[NH:11][C:12]([NH:14][CH2:15][CH2:16][C:17]1[CH:34]=[CH:33][C:20]([O:21][CH2:22][C:23]2[CH:32]=[CH:31][CH:30]=[CH:29][C:24]=2[C:25]([OH:27])=[O:26])=[CH:19][CH:18]=1)=[O:13] |f:0.1|. Reported procedure: Lithium hydroxide (3.7 mg, 0.154 mmol) in water (1 ml) was added into methyl 2-({4-[2-({[(2,4-difluorophenyl)amino]carbonyl}amino)ethyl]phenoxy}methyl)benzoate (34 mg, 0.077 mmol) dissolved in THF (2 ml). The mixture was then irradiated in a microwave oven (Smith Synthesizer) at 150° C. for 7 minutes and then evaporated to remove THF. The residue was acidified with 1% hydrochloric acid, pH˜4, and extracted with ethyl acetate (×2). The organic extracts were combined and dried with magnesium sulph... Reactants: FC1(OC2=C(O1)C=CC=C2)F (2,2-difluoro-1,3-benzodioxole), C(CC(=O)C)(=O)OC (methyl acetoacetate), C(C)(=O)OC(C)=O (acetic anhydride). Run at time 24 hour. The product is FC1(OC2=C(O1)C=CC(=C2)C(C(CC(=O)OC)=O)=C)F (Methyl (2,2-difluoro-1,3-benzodioxol-5-yl)-methyleneacetoacetate). RXN SMILES: [F:1][C:2]1([F:11])[O:6][C:5]2[CH:7]=[CH:8][CH:9]=[CH:10][C:4]=2[O:3]1.[C:12]([O:18][CH3:19])(=[O:17])[CH2:13][C:14]([CH3:16])=[O:15].[C:20](OC(=O)C)(=O)C>>[F:11][C:2]1([F:1])[O:3][C:4]2[CH:10]=[CH:9][C:8]([C:16](=[CH2:20])[C:14](=[O:15])[CH2:13][C:12]([O:18][CH3:19])=[O:17])=[CH:7][C:5]=2[O:6]1. Procedure: 50 mmol of 5-butyliminomethyl)-2,2-difluoro-1,3-benzodioxole and 50 mmol of methyl acetoacetate are added simultaneously to 80 ml of acetic anhydride and, after brief warming, the mixture is left to stand at room temperature for 24 hours. It is then hydrolyzed with 1 l of ice-water and the oil which has separated out is separated off, diluted with a little methylene chloride, dried and subsequently used as the crude product. Reactants: Example 127 ( 4 ), FC=1C=C(C2=C(C(C=C(O2)C2=CC(=C(C=C2)NC(C(C)(C)C)=O)F)=O)C1NCCCN1C=NC=C1)F (6,8-difluoro-2-(3-fluoro-4-pivaloylaminophenyl)-5-[3-(imidazol-1-yl)propylamino]-4H-1-benzopyran-4-one). Run in S(O)(O)(=O)=O (sulfuric acid). The product is NC1=C(C=C(C=C1)C=1OC2=C(C(C1)=O)C(=C(C=C2F)F)NCCCN2C=NC=C2)F (2-(4-Amino-3-fluorophenyl)-6,8-difluoro-5-[3-(imidazol-1-yl)propylamino]-4H-1-benzopyran-4-one). Yield: 68.0%. Reaction SMILES: [F:1][C:2]1[CH:3]=[C:4]([F:36])[C:5]2[O:10][C:9]([C:11]3[CH:16]=[CH:15][C:14]([NH:17]C(=O)C(C)(C)C)=[C:13]([F:24])[CH:12]=3)=[CH:8][C:7](=[O:25])[C:6]=2[C:26]=1[NH:27][CH2:28][CH2:29][CH2:30][N:31]1[CH:35]=[CH:34][N:33]=[CH:32]1>S(=O)(=O)(O)O>[NH2:17][C:14]1[CH:15]=[CH:16][C:11]([C:9]2[O:10][C:5]3[C:4]([F:36])=[CH:3][C:2]([F:1])=[C:26]([NH:27][CH2:28][CH2:29][CH2:30][N:31]4[CH:35]=[CH:34][N:33]=[CH:32]4)[C:6]=3[C:7](=[O:25])[CH:8]=2)=[CH:12][C:13]=1[F:24]. Procedure: Substantially the same manner as that in Example 127 (4) was repeated except that 600 mg (1.21 mmol) of the above 6,8-difluoro-2-(3-fluoro-4-pivaloylaminophenyl)-5-[3-(imidazol-1-yl)propylamino]-4H-1-benzopyran-4-one was used, treatment with 20 mL of concentrated sulfuric acid was carried out and the resulting compound was recrystallized from methanol, to give 341 mg of Compound 129 (yield: 68%). The reactants are Cl.NC=1C(=NC=CC1)NC1=C(C=CC=C1)F (3-Amino-2-(2-fluoroanilino)pyridine hydrochloride), Cl (hydrochloric acid), C(=S)(Cl)Cl (thiophosgene). Run at time 3 hour. The product is FC1=C(C=CC=C1)N1C(NC=2C1=NC=CC2)=S (1,3-dihydro-3-(2-fluorophenyl)imidazo[4,5-b]pyridin-2-thione). As a reaction SMILES: Cl.[NH2:2][C:3]1[C:4]([NH:9][C:10]2[CH:15]=[CH:14][CH:13]=[CH:12][C:11]=2[F:16])=[N:5][CH:6]=[CH:7][CH:8]=1.Cl.[C:18](Cl)(Cl)=[S:19]>>[F:16][C:11]1[CH:12]=[CH:13][CH:14]=[CH:15][C:10]=1[N:9]1[C:4]2=[N:5][CH:6]=[CH:7][CH:8]=[C:3]2[NH:2][C:18]1=[S:19] |f:0.1|. Procedure: 3-Amino-2-(2-fluoroanilino)pyridine hydrochloride (3 g.) is dissolved in 25 ml. of 2.5 N hydrochloric acid and treated with 2 ml. of thiophosgene. After stirring 3 hours the mixture is clarified by filtration, and the filtrate is neutralized with ammonium hydroxide. The product separates and is recrystallized from methanol to give 1,3-dihydro-3-(2-fluorophenyl)imidazo[4,5-b]pyridin-2-thione.